This data is from the Open Reaction Database (ORD), a public repository of structured organic reaction records. The task is: describe an organic reaction: reactants, conditions, products, and yield The reactants are NC=1C=C2C=3CC(CCC3NC2=CC1)N(C)C (6-amino-3-(dimethyl)amino-1,2,3,4-tetrahydro-9H-carbazole), IC1=CC=C(C(=O)Cl)C=C1 (4-iodobenzoyl chloride). The product is IC1=CC=C(C(=O)NC=2C=C3C=4CC(CCC4NC3=CC2)N(C)C)C=C1 (6-(4-iodobenzoyl)amino-3-(dimethyl)amino-1,2,3,4-tetrahydro-9H-carbazole). Reaction SMILES: [NH2:1][C:2]1[CH:3]=[C:4]2[C:12](=[CH:13][CH:14]=1)[NH:11][C:10]1[CH2:9][CH2:8][CH:7]([N:15]([CH3:17])[CH3:16])[CH2:6][C:5]2=1.[I:18][C:19]1[CH:27]=[CH:26][C:22]([C:23](Cl)=[O:24])=[CH:21][CH:20]=1>>[I:18][C:19]1[CH:27]=[CH:26][C:22]([C:23]([NH:1][C:2]2[CH:3]=[C:4]3[C:12](=[CH:13][CH:14]=2)[NH:11][C:10]2[CH2:9][CH2:8][CH:7]([N:15]([CH3:17])[CH3:16])[CH2:6][C:5]3=2)=[O:24])=[CH:21][CH:20]=1. Procedure: Beginning with 10.4 mg (0.046 mMol) 6-amino-3-(dimethyl)amino-1,2,3,4-tetrahydro-9H-carbazole and 17.9 mg (0.051 mMol) 4-iodobenzoyl chloride, the title compound was recovered as a light beige solid.